This data is from the Open Reaction Database (ORD), a public repository of structured organic reaction records. The task is: describe an organic reaction: reactants, conditions, products, and yield Starting materials: BrC=1C=C(C(=NC1)Cl)[N+](=O)[O-] (5-bromo-2-chloro-3-nitropyridine), N1CCCCC1 (piperidine). Run in CS(=O)C (DMSO), O (water). Reaction conditions: temperature 60 celsius, time 2.5 hour. Product: BrC=1C=C(C(=NC1)N1CCCCC1)[N+](=O)[O-] (5-bromo-3-nitro-2-(piperidin-1-yl)pyridine). Reaction SMILES: [Br:1][C:2]1[CH:3]=[C:4]([N+:9]([O-:11])=[O:10])[C:5](Cl)=[N:6][CH:7]=1.[NH:12]1[CH2:17][CH2:16][CH2:15][CH2:14][CH2:13]1>CS(C)=O.O>[Br:1][C:2]1[CH:3]=[C:4]([N+:9]([O-:11])=[O:10])[C:5]([N:12]2[CH2:17][CH2:16][CH2:15][CH2:14][CH2:13]2)=[N:6][CH:7]=1. Procedure details: To a 100 mL round bottom flask containing 5-bromo-2-chloro-3-nitropyridine (5.05 g, 21.3 mmol) in DMSO (20 mL) was added piperidine (4.2 mL, 42.6 mmol) dropwise. The reaction was heated to 60° C. and monitored with TLC and LC-MS. After 2.5 h, LC-MS showed that the reaction was complete. The mixture was cooled to rt then diluted with water. After extracting three times with EtOAc, the organic layers were combined then washed with brine and dried over anhydrous magnesium sulfate. After filtration,... Reactants: O=C1CCC(=O)N1Br, O=C(OOC(=O)c1ccccc1)c1ccccc1, Cc1ccc2c(c1)C(C)(C)CCC2(C)C, ClC(Cl)(Cl)Cl. Product: CC1(C)CCC(C)(C)c2cc(CBr)ccc21. As a reaction SMILES: [Br:16][N:17]1[C:18](=[O:19])[CH2:20][CH2:21][C:22]1=[O:23].[C:24]([O:25][O:26][C:27](=[O:28])[c:29]1[cH:30][cH:31][cH:32][cH:33][cH:34]1)(=[O:35])[c:36]1[cH:37][cH:38][cH:39][cH:40][cH:41]1.[CH3:1][C:2]1([CH3:15])[CH2:3][CH2:4][C:5]([CH3:13])([CH3:14])[c:6]2[cH:7][c:8]([CH3:12])[cH:9][cH:10][c:11]21.[Cl:42][C:43]([Cl:44])([Cl:45])[Cl:46]>>[CH3:1][C:2]1([CH3:15])[CH2:3][CH2:4][C:5]([CH3:13])([CH3:14])[c:6]2[cH:7][c:8]([CH2:12][Br:16])[cH:9][cH:10][c:11]21.